Dataset: the Open Reaction Database (ORD), a public repository of structured organic reaction records. Task: describe an organic reaction: reactants, conditions, products, and yield RXN SMILES: [CH3:39][N:40]([CH3:41])[CH2:42][CH2:43][CH2:44][N:45]=[C:46]=[N:47][CH2:48][CH3:49].[CH3:50][N:51]([CH3:52])[c:53]1[cH:54][cH:55][n:56][cH:57][cH:58]1.[CH:1]1([C:4](=[O:5])[NH:6][c:7]2[n:8][c:9]3[n:10]([n:11][c:12]([O:15][c:16]4[cH:17][c:18]([C:19](=[O:20])[OH:21])[cH:22][cH:23][cH:24]4)[cH:13][cH:14]3)[cH:25]2)[CH2:2][CH2:3]1.[ClH:38].[NH2:26][c:27]1[cH:28][c:29]([C:33]([C:34]#[N:35])([CH3:36])[CH3:37])[cH:30][cH:31][cH:32]1.[cH:59]1[cH:60][cH:61][n:62][cH:63][cH:64]1>>[CH:1]1([C:4](=[O:5])[NH:6][c:7]2[n:8][c:9]3[n:10]([n:11][c:12]([O:15][c:16]4[cH:17][c:18]([C:19](=[O:21])[NH:26][c:27]5[cH:28][c:29]([C:33]([C:34]#[N:35])([CH3:36])[CH3:37])[cH:30][cH:31][cH:32]5)[cH:22][cH:23][cH:24]4)[cH:13][cH:14]3)[cH:25]2)[CH2:2][CH2:3]1. Reactants: CCN=C=NCCCN(C)C, CN(C)c1ccncc1, O=C(O)c1cccc(Oc2ccc3nc(NC(=O)C4CC4)cn3n2)c1, Cl, CC(C)(C#N)c1cccc(N)c1, c1ccncc1. Product: CC(C)(C#N)c1cccc(NC(=O)c2cccc(Oc3ccc4nc(NC(=O)C5CC5)cn4n3)c2)c1. Reactants: O=c1[nH]c2cnc3[nH]ccc3c2n1C1CCCNC1, O=S(=O)(Cl)c1cccs1. Yields the product O=c1[nH]c2cnc3[nH]ccc3c2n1C1CCCN(S(=O)(=O)c2cccs2)C1. As a reaction SMILES: [NH:1]1[CH2:2][CH:3]([n:7]2[c:8](=[O:19])[nH:9][c:10]3[c:11]2[c:12]2[c:13]([n:14][cH:15]3)[nH:16][cH:17][cH:18]2)[CH2:4][CH2:5][CH2:6]1.[s:20]1[c:21]([S:25](=[O:26])(=[O:27])[Cl:28])[cH:22][cH:23][cH:24]1>>[N:1]1([S:25]([c:21]2[s:20][cH:24][cH:23][cH:22]2)(=[O:26])=[O:27])[CH2:2][CH:3]([n:7]2[c:8](=[O:19])[nH:9][c:10]3[c:11]2[c:12]2[c:13]([n:14][cH:15]3)[nH:16][cH:17][cH:18]2)[CH2:4][CH2:5][CH2:6]1. The reactants are CCOC(=O)CP(=O)(OCC)OCC, CCOC(C)=O, [H-], [Na+], C1CCOC1, O=C1CCCc2sccc21, O. Product: CCOC(=O)C=C1CCCc2sccc21. Reaction SMILES: [CH2:1]([CH3:2])[O:3][C:4](=[O:5])[CH2:6][P:7](=[O:8])([O:9][CH2:10][CH3:11])[O:12][CH2:13][CH3:14].[CH3:32][CH2:33][O:34][C:35](=[O:36])[CH3:37].[H-:15].[Na+:16].[O:17]1[CH2:18][CH2:19][CH2:20][CH2:21]1.[O:22]=[C:23]1[CH2:24][CH2:25][CH2:26][c:27]2[s:28][cH:29][cH:30][c:31]21.[OH2:38]>>[CH2:1]([CH3:2])[O:3][C:4](=[O:5])[CH:6]=[C:23]1[CH2:24][CH2:25][CH2:26][c:27]2[s:28][cH:29][cH:30][c:31]21. Reactants: C1(=CC=C(C=C1)C=1C(=C(SC1)NC(C1=CC(=C(C(=C1)OC)OC)OC)=O)C(=O)OCC)C (Ethyl 4-p-tolyl-2-(3,4,5-trimethoxybenzamido)thiophene-3-carboxylate), [OH-].[Na+] (NaOH), OO (H2O2), [Li+].[OH-] (LiOH), [Li+].[OH-] (LiOH). Solvent: O (water), O (water), O (water). The product is C1(=CC=C(C=C1)C=1C(=C(SC1)NC(C1=CC(=C(C(=C1)OC)OC)OC)=O)C(=O)O)C (4-p-tolyl-2-(3,4,5-trimethoxybenzamido)thiophene-3-carboxylic acid). RXN SMILES: [C:1]1([CH3:32])[CH:6]=[CH:5][C:4]([C:7]2[C:8]([C:27]([O:29]CC)=[O:28])=[C:9]([NH:12][C:13](=[O:26])[C:14]3[CH:19]=[C:18]([O:20][CH3:21])[C:17]([O:22][CH3:23])=[C:16]([O:24][CH3:25])[CH:15]=3)[S:10][CH:11]=2)=[CH:3][CH:2]=1.[Li+].[OH-].OO.[OH-].[Na+]>O>[C:1]1([CH3:32])[CH:6]=[CH:5][C:4]([C:7]2[C:8]([C:27]([OH:29])=[O:28])=[C:9]([NH:12][C:13](=[O:26])[C:14]3[CH:19]=[C:18]([O:20][CH3:21])[C:17]([O:22][CH3:23])=[C:16]([O:24][CH3:25])[CH:15]=3)[S:10][CH:11]=2)=[CH:3][CH:2]=1 |f:1.2,4.5|. Reported procedure: Ethyl cyanoacetate (5 mmol), and 1-(3,4,5-trimethoxyphenyl)ethanone (5 mmol) are dissolved in toluene (5 mL). Morpholine (5 mmol) is added followed by activated molecular sieves (4A). The reaction is stirred at 80° C. for 12 hours. The reaction is cooled to room temperature, filtered and concentrated. The residue is taken up in toluene (5 mL), ethanol (5 mL) and sulfur is added (0.16 g; 5 mmol). The reaction mixture is heated with mixing at 70° C. for 12 hours. The reaction is cooled to room tem... Starting materials: Cl, COCCN(C(=O)c1ccc(Oc2ccc(F)cc2)nc1)c1ccc(CN2CCN(C(=O)OC(C)(C)C)C(C)C2)cc1, C1COCCO1, O. The product is COCCN(C(=O)c1ccc(Oc2ccc(F)cc2)nc1)c1ccc(CN2CCNC(C)C2)cc1. Reaction SMILES: [ClH:44].[F:1][c:2]1[cH:3][cH:4][c:5]([O:8][c:9]2[cH:10][cH:11][c:12]([C:15](=[O:16])[N:17]([c:18]3[cH:19][cH:20][c:21]([CH2:24][N:25]4[CH2:26][CH:27]([CH3:38])[N:28]([C:31]([O:32][C:33]([CH3:34])([CH3:35])[CH3:36])=[O:37])[CH2:29][CH2:30]4)[cH:22][cH:23]3)[CH2:39][CH2:40][O:41][CH3:42])[cH:13][n:14]2)[cH:6][cH:7]1.[O:45]1[CH2:46][CH2:47][O:48][CH2:49][CH2:50]1.[OH2:43]>>[F:1][c:2]1[cH:3][cH:4][c:5]([O:8][c:9]2[cH:10][cH:11][c:12]([C:15](=[O:16])[N:17]([c:18]3[cH:19][cH:20][c:21]([CH2:24][N:25]4[CH2:26][CH:27]([CH3:38])[NH:28][CH2:29][CH2:30]4)[cH:22][cH:23]3)[CH2:39][CH2:40][O:41][CH3:42])[cH:13][n:14]2)[cH:6][cH:7]1. Reactants: BrC1=CC(=C(C=C1)NS(=O)(=O)C1=C(C2=C(S1)C=CC(=C2)F)C)CS(=O)(=O)C (5-fluoro-3-methyl-benzo[b]thiophene-2-sulfonic acid(4-bromo-2-methanesulfonylmethyl-phenyl)-amide), N1=CC=C(C=C1)B(O)O (4-pyridineboronic acid). Reagents/catalysts: C=1C=CC(=CC1)[P](C=2C=CC=CC2)(C=3C=CC=CC3)[Pd]([P](C=4C=CC=CC4)(C=5C=CC=CC5)C=6C=CC=CC6)([P](C=7C=CC=CC7)(C=8C=CC=CC8)C=9C=CC=CC9)[P](C=1C=CC=CC1)(C=1C=CC=CC1)C=1C=CC=CC1 (tetrakis(triphenylphosphine)palladium). Solvent: COCCOC (1,2-dimethoxyethane), C(C)O (ethanol), C([O-])([O-])=O.[Na+].[Na+] (sodium carbonate). The product is CS(=O)(=O)CC1=C(C=CC(=C1)C1=CC=NC=C1)NS(=O)(=O)C1=C(C2=C(S1)C=CC(=C2)F)C (5-Fluoro-3-methyl-benzo[b]thiophene-2-sulfonic acid(2-methanesulfonylmethyl-4-pyridin-4-yl-phenyl)-amide). Yield: 23.7%. As a reaction SMILES: Br[C:2]1[CH:7]=[CH:6][C:5]([NH:8][S:9]([C:12]2[S:16][C:15]3[CH:17]=[CH:18][C:19]([F:21])=[CH:20][C:14]=3[C:13]=2[CH3:22])(=[O:11])=[O:10])=[C:4]([CH2:23][S:24]([CH3:27])(=[O:26])=[O:25])[CH:3]=1.[N:28]1[CH:33]=[CH:32][C:31](B(O)O)=[CH:30][CH:29]=1>COCCOC.C(O)C.C(=O)([O-])[O-].[Na+].[Na+].C1C=CC([P]([Pd]([P](C2C=CC=CC=2)(C2C=CC=CC=2)C2C=CC=CC=2)([P](C2C=CC=CC=2)(C2C=CC=CC=2)C2C=CC=CC=2)[P](C2C=CC=CC=2)(C2C=CC=CC=2)C2C=CC=CC=2)(C2C=CC=CC=2)C2C=CC=CC=2)=CC=1>[CH3:27][S:24]([CH2:23][C:4]1[CH:3]=[C:2]([C:31]2[CH:32]=[CH:33][N:28]=[CH:29][CH:30]=2)[CH:7]=[CH:6][C:5]=1[NH:8][S:9]([C:12]1[S:16][C:15]2[CH:17]=[CH:18][C:19]([F:21])=[CH:20][C:14]=2[C:13]=1[CH3:22])(=[O:11])=[O:10])(=[O:26])=[O:25] |f:4.5.6,^1:55,57,76,95|. Reported procedure: This compound was prepared in analogy to Example 2 starting from 5-fluoro-3-methyl-benzo[b]thiophene-2-sulfonic acid(4-bromo-2-methanesulfonylmethyl-phenyl)-amide (0.123 g) and 4-pyridineboronic acid (0.0462 g) in 1,2-dimethoxyethane (5 ml), ethanol (1 ml) and 2 M aqueous sodium carbonate solution (2 ml) with tetrakis(triphenylphosphine)palladium (0.035 g) to obtain the title compound (0.029 g) as a yellowish foam. MS (ISN): 489.1 (M−H)− The reactants are COC(=O)C(Cc1ccc2c(c1)CN(C(=O)c1c(Cl)cccc1Cl)CC2)NC(=O)OC(C)(C)C, ClCCl, O=C(O)C(F)(F)F. Product: COC(=O)C(N)Cc1ccc2c(c1)CN(C(=O)c1c(Cl)cccc1Cl)CC2. Reaction SMILES: [CH3:1][O:2][C:3]([CH:4]([CH2:5][c:6]1[cH:7][cH:8][c:9]2[c:14]([cH:15]1)[CH2:13][N:12]([C:16]([c:17]1[c:18]([Cl:24])[cH:19][cH:20][cH:21][c:22]1[Cl:23])=[O:25])[CH2:11][CH2:10]2)[NH:26][C:27]([O:28][C:29]([CH3:30])([CH3:31])[CH3:32])=[O:33])=[O:34].[Cl:42][CH2:43][Cl:44].[OH:35][C:36]([C:37]([F:38])([F:39])[F:40])=[O:41]>>[CH3:1][O:2][C:3]([CH:4]([CH2:5][c:6]1[cH:7][cH:8][c:9]2[c:14]([cH:15]1)[CH2:13][N:12]([C:16]([c:17]1[c:18]([Cl:24])[cH:19][cH:20][cH:21][c:22]1[Cl:23])=[O:25])[CH2:11][CH2:10]2)[NH2:26])=[O:34].